Dataset: the Open Reaction Database (ORD), a public repository of structured organic reaction records. Task: describe an organic reaction: reactants, conditions, products, and yield Starting materials: ClC1=NC=CC=N1 (2-chloro pyrimidine), NC1=C(C=CC=C1)NC(=O)C=1SC=2CNCCC2N1 (N-(2-aminophenyl)-4,5,6,7-tetrahydro[1,3]thiazolo[5,4-c]pyridine-2-carboxamide). The solvent is CN(C)C=O (DMF). Run at temperature 100 celsius, time 15 hour. Product: NC1=C(C=CC=C1)NC(=O)C=1SC=2CN(CCC2N1)C1=NC=CC=N1 (N-(2-aminophenyl)-5-pyrimidin-2-yl-4,5,6,7-tetrahydro[1,3]thiazolo[5,4-c]pyridine-2-carboxamide). Reaction SMILES: Cl[C:2]1[N:7]=[CH:6][CH:5]=[CH:4][N:3]=1.[NH2:8][C:9]1[CH:14]=[CH:13][CH:12]=[CH:11][C:10]=1[NH:15][C:16]([C:18]1[S:19][C:20]2[CH2:21][NH:22][CH2:23][CH2:24][C:25]=2[N:26]=1)=[O:17]>CN(C=O)C>[NH2:8][C:9]1[CH:14]=[CH:13][CH:12]=[CH:11][C:10]=1[NH:15][C:16]([C:18]1[S:19][C:20]2[CH2:21][N:22]([C:2]3[N:7]=[CH:6][CH:5]=[CH:4][N:3]=3)[CH2:23][CH2:24][C:25]=2[N:26]=1)=[O:17]. Procedure: To a solution of 2-chloro pyrimidine (1.2 eq) in DMF, N-(2-aminophenyl)-4,5,6,7-tetrahydro[1,3]thiazolo[5,4-c]pyridine-2-carboxamide obtained from step VIII of example I (1.0 eq) was added and the reaction mixture was stirred at 100° C. for 15 h. Solvent was then evaporated under reduced pressure to afford crude product, which, on purification by column chromatography or preparative HPLC afforded the title compound. Reactants: CSC, CCSCC, COCCOCCOCCOC, CN(C)C=O, CC(C)C(=O)c1ccccc1, CC(C)(C)C(=O)C(=Cc1ccc(Cl)cc1Cl)n1cncn1, ClCCCl, Clc1ccccc1. Product: CC(C)C(O)c1ccccc1. Reaction SMILES: [CH3:13][S:14][CH3:15].[CH3:16][CH2:17][S:18][CH2:19][CH3:20].[CH3:1][O:2][CH2:3][CH2:4][O:5][CH2:6][CH2:7][O:8][CH2:9][CH2:10][O:11][CH3:12].[CH3:64][N:65]([CH3:66])[CH:67]=[O:68].[CH:42]([CH3:43])([CH3:44])[C:45](=[O:46])[c:47]1[cH:48][cH:49][cH:50][cH:51][cH:52]1.[Cl:21][c:22]1[cH:23][c:24]([Cl:25])[cH:26][cH:27][c:28]1[CH:29]=[C:30]([n:31]1[cH:32][n:33][cH:34][n:35]1)[C:36](=[O:37])[C:38]([CH3:39])([CH3:40])[CH3:41].[Cl:53][CH2:54][CH2:55][Cl:56].[Cl:57][c:58]1[cH:59][cH:60][cH:61][cH:62][cH:63]1>>[CH:42]([CH3:43])([CH3:44])[CH:45]([OH:46])[c:47]1[cH:48][cH:49][cH:50][cH:51][cH:52]1.